This data is from the Open Reaction Database (ORD), a public repository of structured organic reaction records. The task is: describe an organic reaction: reactants, conditions, products, and yield Reaction conditions: time 8 hour. Isolated yield 93.8%. RXN SMILES: [CH3:1][C:2]1([CH3:28])[S:7][CH2:6][CH2:5][N:4]([S:8]([C:11]2[CH:16]=[CH:15][C:14]([O:17][CH2:18][C:19]#[CH:20])=[CH:13][CH:12]=2)(=[O:10])=[O:9])[C@H:3]1[C:21]([O:23]C(C)(C)C)=[O:22].Cl>ClCCl>[CH3:1][C:2]1([CH3:28])[S:7][CH2:6][CH2:5][N:4]([S:8]([C:11]2[CH:12]=[CH:13][C:14]([O:17][CH2:18][C:19]#[CH:20])=[CH:15][CH:16]=2)(=[O:9])=[O:10])[C@H:3]1[C:21]([OH:23])=[O:22]. The product is CC1([C@@H](N(CCS1)S(=O)(=O)C1=CC=C(C=C1)OCC#C)C(=O)O)C ((3S)-2,2-dimethyl-4-{[4-(2-propynyloxy)phenyl]sulfonyl}-3-thiomorpholine carboxylic acid). Procedure details: Through a solution of 0.271 g (0.638 mmol) of tert-butyl(3S)-2,2-dimethyl-4-{[4-(2-propynyloxy)phenyl]sulfonyl}-3-thiomorpholinecarboxylate in 10 mL of dichloromethane was bubbled hydrogen chloride gas for 10 minutes. The reaction was then stoppered and let sit overnight at room temperature. The solvent was evaporated to give 0.221 g of (3S)-2,2-dimethyl-4-{[4-(2-propynyloxy)phenyl]sulfonyl}-3-thiomorpholine carboxylic acid as a white solid. Electrospray Mass Spec 368.2 (M−H)−. The reactants are CC1([C@@H](N(CCS1)S(=O)(=O)C1=CC=C(C=C1)OCC#C)C(=O)OC(C)(C)C)C (tert-butyl(3S)-2,2-dimethyl-4-{[4-(2-propynyloxy)phenyl]sulfonyl}-3-thiomorpholinecarboxylate), Cl (hydrogen chloride). Run in ClCCl (dichloromethane). Product: NCC1=CC2=C(N(C(=N2)CN2C(N(C(C3=CC=CC=C23)=O)C2CC2)=O)CCC(C)C)C=C1 (1-[5-aminomethyl-1-(3-methyl-butyl)-1H-benzoimidazol-2-ylmethyl]-3-cyclopropyl-1H-quinazoline-2,4-dione). RXN SMILES: C(OC(=O)[NH:7][CH2:8][C:9]1[CH:38]=[CH:37][C:12]2[N:13]([CH2:32][CH2:33][CH:34]([CH3:36])[CH3:35])[C:14]([CH2:16][N:17]3[C:26]4[C:21](=[CH:22][CH:23]=[CH:24][CH:25]=4)[C:20](=[O:27])[N:19]([CH:28]4[CH2:30][CH2:29]4)[C:18]3=[O:31])=[N:15][C:11]=2[CH:10]=1)(C)(C)C.C1(OC)C=CC=CC=1.C(O)(C(F)(F)F)=O.C(Cl)(=O)C>C(Cl)Cl>[NH2:7][CH2:8][C:9]1[CH:38]=[CH:37][C:12]2[N:13]([CH2:32][CH2:33][CH:34]([CH3:35])[CH3:36])[C:14]([CH2:16][N:17]3[C:26]4[C:21](=[CH:22][CH:23]=[CH:24][CH:25]=4)[C:20](=[O:27])[N:19]([CH:28]4[CH2:29][CH2:30]4)[C:18]3=[O:31])=[N:15][C:11]=2[CH:10]=1. Solvent: C(Cl)Cl (DCM). Starting materials: C(C)(=O)Cl (acetyl cloride), C(C)(C)(C)OC(NCC1=CC2=C(N(C(=N2)CN2C(N(C(C3=CC=CC=C23)=O)C2CC2)=O)CCC(C)C)C=C1)=O ([2-(3-cyclopropyl-2,4-dioxo-3,4-dihydro-2H-quinazolin-1-ylmethyl)-1-(3-methyl-butyl)-1H-benzoimidazol-5-ylmethyl]-carbamic acid tert-butyl ester), C1(=CC=CC=C1)OC (anisole), C(=O)(C(F)(F)F)O (TFA). Procedure: To a cooled (0° C.) solution of [2-(3-cyclopropyl-2,4-dioxo-3,4-dihydro-2H-quinazolin-1-ylmethyl)-1-(3-methyl-butyl)-1H-benzoimidazol-5-ylmethyl]-carbamic acid tert-butyl ester (34 mg, 0.064 mmol) and anisole (70 μL, 0.64 mmol) in DCM (2 mL) was added TFA (148 μL, 1.92 mmol). The solution was allowed to reach room temperature and concentrated after 4 h. The residue was stripped with DCM (2×) and methanol (1×). The TFA salt was dissolved in methanol followed by the addition of acetyl cloride (46 ... The reactants are NC1=CC2=C(CCN3C(C2=CCCN(C)C)=CC=C3)C=C1 (9-amino-11-(3-dimethylaminopropylidene)-6,11-dihydro-5H-pyrrolo[2,1-b][3]benzazepine), C=O (formaldehyde), C(#N)[BH3-].[Na+] (sodium cyano borohydride). Run in C(C)(=O)O (acetic acid). Run at time 15 minute. Product: CN(C1=CC2=C(CCN3C(C2=CCCN(C)C)=CC=C3)C=C1)C (9-dimethylamino-11-(3-dimethylaminopropylidene)-6,11-dihydro-5H-pyrrolo[2,1-b][3]benzazepine). RXN SMILES: N[C:2]1[CH:21]=[CH:20][C:5]2[CH2:6][CH2:7][N:8]3[CH:19]=[CH:18][CH:17]=[C:9]3[C:10](=[CH:11][CH2:12][CH2:13][N:14]([CH3:16])[CH3:15])[C:4]=2[CH:3]=1.[CH2:22]=O.[C:24]([BH3-])#[N:25].[Na+]>C(O)(=O)C>[CH3:22][N:25]([CH3:24])[C:2]1[CH:21]=[CH:20][C:5]2[CH2:6][CH2:7][N:8]3[CH:19]=[CH:18][CH:17]=[C:9]3[C:10](=[CH:11][CH2:12][CH2:13][N:14]([CH3:16])[CH3:15])[C:4]=2[CH:3]=1 |f:2.3|. Procedure: To a solution of 9-amino-11-(3-dimethylaminopropylidene)-6,11-dihydro-5H-pyrrolo[2,1-b][3]benzazepine (2.0 g., 10 mmoles) and 4 ml. (50 mmoles) of 37% aqueous formaldehyde in 15 ml. of acetonitrite is added 1 g. (16 mmoles) of sodium cyano borohydride. A vigorous and exothermic reaction takes place and a dark residue separates. The mixture is stirred for 15 minutes and then glacial acetic acid is added dropwise until the solution tests neutral on wet pH paper. Stirring is maintained for an addit... Reactants: O (water), C(C)OC(=O)N1C2CC(CC1CC2)N2N=CC(=C2)C=2C=NC(=C(C2)C=2SC1=C(N2)C=CC=C1)NC(=O)OCC (3-[4-(5-benzothiazol-2-yl-6-ethoxycarbonylaminopyridin-3-yl)-pyrazol-1-yl]-8-azabicyclo[3.2.1]octane-8-carboxylic acid ethyl ester), [OH-].[K+] (potassium hydroxide), O.NN (hydrazine hydrate). Run in C(CO)O (1,2-ethanediol). Conditions: temperature 200 celsius. The product is C12CC(CC(CC1)N2)N2N=CC(=C2)C=2C=C(C(=NC2)N)C=2SC1=C(N2)C=CC=C1 (5-[1-(8-Azabicyclo[3.2.1]oct-3-yl)-1H-pyrazol-4-yl]-3-benzothiazol-2-ylpyridin-2-ylamine). RXN SMILES: C(OC([N:6]1[CH:11]2[CH2:12][CH2:13][CH:7]1[CH2:8][CH:9]([N:14]1[CH:18]=[C:17]([C:19]3[CH:20]=[N:21][C:22]([NH:34]C(OCC)=O)=[C:23]([C:25]4[S:26][C:27]5[CH:33]=[CH:32][CH:31]=[CH:30][C:28]=5[N:29]=4)[CH:24]=3)[CH:16]=[N:15]1)[CH2:10]2)=O)C.[OH-].[K+].O.NN.O>C(O)CO>[CH:11]12[NH:6][CH:7]([CH2:13][CH2:12]1)[CH2:8][CH:9]([N:14]1[CH:18]=[C:17]([C:19]3[CH:24]=[C:23]([C:25]4[S:26][C:27]5[CH:33]=[CH:32][CH:31]=[CH:30][C:28]=5[N:29]=4)[C:22]([NH2:34])=[N:21][CH:20]=3)[CH:16]=[N:15]1)[CH2:10]2 |f:1.2,3.4|. Procedure details: To a stirring solution of 3-[4-(5-benzothiazol-2-yl-6-ethoxycarbonylaminopyridin-3-yl)-pyrazol-1-yl]-8-azabicyclo[3.2.1]octane-8-carboxylic acid ethyl ester (7.1 mg, 0.013 mmol, 1 eq) and potassium hydroxide (22.2 mg, 0.396 mmol, 30 eq) in 1,2-ethanediol (3 mL), hydrazine hydrate (7 μL, 0.1 mmol, 10 eq) was added and the solution was stirred at reflux (T=200° C.) for 9 h. The reaction mixture was poured into water and extracted with ether. The combined organic layers were dried over anhydrous Na... The reactants are C(C)(C)(C)OC(=O)N1[C@@H](C(=O)O)[C@H](CC1)C ((3S)-1-(tert-butoxycarbonyl)-3-methyl-D-proline), ClC=1C=CC(=C(CNC([C@H]2NCCC2)=O)C1)N1N=NN=C1 (N-[5-chloro-2-(1H-tetraazol-1-yl)benzyl]-L-prolinamide), C(CCl)Cl (EDC), C1=CC2=C(N=C1)N(N=N2)O (HOAt). Run in CN(C)C=O (DMF), C(=O)(C(F)(F)F)O.C(Cl)Cl (TFA CH2Cl2). The product is C[C@@H]1[C@@H](NCC1)C(=O)N1[C@H](C(=O)NCC2=C(C=CC(=C2)Cl)N2N=NN=C2)CCC1 ((3S)-3-methyl-D-prolyl-N-[5-chloro-2-(1H-tetraazol-1-yl)benzyl]-L-prolinamide), compound. RXN SMILES: C(OC([N:8]1[CH2:15][CH2:14][C@H:13]([CH3:16])[C@@H:9]1[C:10](O)=[O:11])=O)(C)(C)C.[Cl:17][C:18]1[CH:19]=[CH:20][C:21]([N:33]2[CH:37]=[N:36][N:35]=[N:34]2)=[C:22]([CH:32]=1)[CH2:23][NH:24][C:25](=[O:31])[C@@H:26]1[CH2:30][CH2:29][CH2:28][NH:27]1.C(Cl)CCl.C1C=NC2N(O)N=NC=2C=1>CN(C=O)C.C(O)(C(F)(F)F)=O.C(Cl)Cl>[CH3:16][C@H:13]1[CH2:14][CH2:15][NH:8][C@H:9]1[C:10]([N:27]1[CH2:28][CH2:29][CH2:30][C@H:26]1[C:25]([NH:24][CH2:23][C:22]1[CH:32]=[C:18]([Cl:17])[CH:19]=[CH:20][C:21]=1[N:33]1[CH:37]=[N:36][N:35]=[N:34]1)=[O:31])=[O:11] |f:5.6|. Procedure: The title compound was prepared from (3S)-1-(tert-butoxycarbonyl)-3-methyl-D-proline (15 mg, 0.07 mmol), N-[5-chloro-2-(1H-tetraazol-1-yl)benzyl]-L-prolinamide (Example 26, Step B, 20 mg, 0.07 mmol, 1.0 equiv), EDC (19 mg, 0.10 mmol, 1.5 equiv) and HOAt (5 mg, 0.03 mmol, 0.5 equiv) in DMF (1 mL) followed by deprotection in TFA-CH2Cl2 essentially according to the procedure described in Example 27, Step C. Purification by reverse phase chromatography [95:5 water (+0.1% TFA)/CH3CN (+0.1% TFA) to 50... Reactants: CN1CCCC1=O, Clc1nc2ccccc2c2sccc12, Nc1ccccc1. Yields the product c1ccc(Nc2nc3ccccc3c3sccc23)cc1. RXN SMILES: [CH3:22][N:23]1[CH2:24][CH2:25][CH2:26][C:27]1=[O:28].[Cl:1][c:2]1[n:3][c:4]2[cH:5][cH:6][cH:7][cH:8][c:9]2[c:10]2[c:11]1[cH:12][cH:13][s:14]2.[NH2:15][c:16]1[cH:17][cH:18][cH:19][cH:20][cH:21]1>>[c:2]1([NH:15][c:16]2[cH:17][cH:18][cH:19][cH:20][cH:21]2)[n:3][c:4]2[cH:5][cH:6][cH:7][cH:8][c:9]2[c:10]2[c:11]1[cH:12][cH:13][s:14]2. Starting materials: CC1=CC=C(C=C1)C1=CC(=CC(=C1)N1C(CCCC1)=O)C(=O)O (4′-methyl-5-(2-oxopiperidin-1-yl)biphenyl-3-carboxylic acid), Cl.CN(CCCN=C=NCC)C (N-(3-dimethylaminopropyl)-N′-ethylcarbodiimide hydrochloride), O.ON1N=NC2=C1C=CC=C2 (1-hydroxybenzotriazole hydrate), CC1=NC=C(C=N1)[C@@H](C)N ((R)-1-(2-methylpyrimidin-5-yl)ethanamine), C(C)(C)N(C(C)C)CC (N,N-diisopropylethylamine). The solvent is C(Cl)Cl (CH2Cl2). Reaction conditions: time 8 hour. Yields the product CC1=CC=C(C=C1)C1=CC(=CC(=C1)N1C(CCCC1)=O)C(=O)N[C@H](C)C=1C=NC(=NC1)C ((R)-4′-Methyl-N-(1-(2-methylpyrimidin-5-yl)ethyl)-5-(2-oxopiperidin-1-yl)biphenyl-3-carboxamide). As a reaction SMILES: [CH3:1][C:2]1[CH:7]=[CH:6][C:5]([C:8]2[CH:13]=[C:12]([N:14]3[CH2:19][CH2:18][CH2:17][CH2:16][C:15]3=[O:20])[CH:11]=[C:10]([C:21](O)=[O:22])[CH:9]=2)=[CH:4][CH:3]=1.Cl.CN(C)CCCN=C=NCC.O.ON1C2C=CC=CC=2N=N1.[CH3:47][C:48]1[N:53]=[CH:52][C:51]([C@H:54]([NH2:56])[CH3:55])=[CH:50][N:49]=1.C(N(CC)C(C)C)(C)C>C(Cl)Cl>[CH3:1][C:2]1[CH:3]=[CH:4][C:5]([C:8]2[CH:13]=[C:12]([N:14]3[CH2:19][CH2:18][CH2:17][CH2:16][C:15]3=[O:20])[CH:11]=[C:10]([C:21]([NH:56][C@@H:54]([C:51]3[CH:50]=[N:49][C:48]([CH3:47])=[N:53][CH:52]=3)[CH3:55])=[O:22])[CH:9]=2)=[CH:6][CH:7]=1 |f:1.2,3.4|. Reported procedure: To a mixture of 4′-methyl-5-(2-oxopiperidin-1-yl)biphenyl-3-carboxylic acid (45 mg, 0.14 mmol), N-(3-dimethylaminopropyl)-N′-ethylcarbodiimide hydrochloride (56 mg, 0.29 mmol), 1-hydroxybenzotriazole hydrate (22 mg, 0.15 mmol), and CH2Cl2 (3 mL) were added (R)-1-(2-methylpyrimidin-5-yl)ethanamine (30 mg, 0.22 mmol) and N,N-diisopropylethylamine (51 μL, 0.29 mmol). The mixture was stirred at room temperature overnight and then concentrated. The residue was purified by preparative HPLC (100×20.2 m...